This data is from the Open Reaction Database (ORD), a public repository of structured organic reaction records. The task is: describe an organic reaction: reactants, conditions, products, and yield The product is CC=1NC(=CN1)[N+](=O)[O-].O=C1C2=CC=CC=C2SC=2C=C(C=CC12)C(=O)OCC (2-methyl-5-nitro-1H-imidazole 1-ethyl 9-oxo-9H-thioxanthene-3-carboxylate). The reactants are O=C1C2=CC=CC=C2SC=2C=C(C=CC12)C(=O)O (9-oxo-9H-thioxanthene-3-carboxylic acid), S(=O)(Cl)Cl (thionyl chloride), CC1=NC=C(N1CCO)[N+](=O)[O-] (metronidazole). Isolated yield 52.4%. Conditions: time 4 hour. Procedure: The reaction mixture of 9-oxo-9H-thioxanthene-3-carboxylic acid (288 mg, 1.0 mmol) and thionyl chloride (2 ml) was refluxed for 2 h. The excessive thionyl chloride was evaporated under the vacuum. The residue was dissolved in 3 ml of pyridine. To this solution, metronidazole (125 mg, 0.70 mmol) was added. After the mixture was stirred at room temperature for 4 h, then pyridine was removed in vacuo. The residue was dissolved in dichloromethane (50 ml). The organic layer of dichloromethane was was... RXN SMILES: [O:1]=[C:2]1[C:15]2[CH:14]=[CH:13][C:12]([C:16](O)=[O:17])=[CH:11][C:10]=2[S:9][C:8]2[C:3]1=[CH:4][CH:5]=[CH:6][CH:7]=2.S(Cl)(Cl)=O.[CH3:23][C:24]1[N:28]([CH2:29][CH2:30][OH:31])[C:27]([N+:32]([O-:34])=[O:33])=[CH:26][N:25]=1>>[CH3:23][C:24]1[NH:28][C:27]([N+:32]([O-:34])=[O:33])=[CH:26][N:25]=1.[O:1]=[C:2]1[C:15]2[CH:14]=[CH:13][C:12]([C:16]([O:31][CH2:30][CH3:29])=[O:17])=[CH:11][C:10]=2[S:9][C:8]2[C:3]1=[CH:4][CH:5]=[CH:6][CH:7]=2 |f:3.4|. Product: Brc1ccc2c(c1)CNCC2. Starting materials: [BH4-], Brc1ccc2c(c1)C=NCC2, Cl, [Na+], O. Reaction SMILES: [BH4-:13].[Br:2][c:3]1[cH:4][cH:5][c:6]2[c:11]([cH:12]1)[CH:10]=[N:9][CH2:8][CH2:7]2.[ClH:1].[Na+:14].[OH2:15]>>[Br:2][c:3]1[cH:4][cH:5][c:6]2[c:11]([cH:12]1)[CH2:10][NH:9][CH2:8][CH2:7]2. The reactants are CN(CCCN=C=NCC)C (1-(3-dimethylaminopropyl)-3-ethylcarbodiimide), C1(CC1)C1=C(C(=NO1)C1=CC=CC=C1)C(=O)O (5-cyclopropyl-3-phenyl-isoxazole-4-carboxylic acid), Cl.CNOC (N,O-dimethylhydroxylamine hydrochloride), CN1CCOCC1 (N-methylmorpholine), Cl (hydrochloric acid). The reagents and catalysts are CN(C1=CC=NC=C1)C (4-dimethylaminopyridine). The solvent is ClCCl (dichloromethane), CN(C)C=O (DMF). Run at temperature 0 celsius, time 2 hour. The product is CON(C(=O)C=1C(=NOC1C1CC1)C1=CC=CC=C1)C (5-Cyclopropyl-3-phenyl-isoxazole-4-carboxylic acid methoxy-methyl-amide). Isolated yield 92.5%. As a reaction SMILES: [CH:1]1([C:4]2[O:8][N:7]=[C:6]([C:9]3[CH:14]=[CH:13][CH:12]=[CH:11][CH:10]=3)[C:5]=2[C:15]([OH:17])=O)[CH2:3][CH2:2]1.Cl.[CH3:19][NH:20][O:21][CH3:22].CN1CCOCC1.CN(C)CCCN=C=NCC.Cl>CN(C)C1C=CN=CC=1.ClCCl.CN(C=O)C>[CH3:22][O:21][N:20]([CH3:19])[C:15]([C:5]1[C:6]([C:9]2[CH:10]=[CH:11][CH:12]=[CH:13][CH:14]=2)=[N:7][O:8][C:4]=1[CH:1]1[CH2:2][CH2:3]1)=[O:17] |f:1.2|. Procedure details: A mixture of 5-cyclopropyl-3-phenyl-isoxazole-4-carboxylic acid (3.72 g, 16 mmol), N,O-dimethylhydroxylamine hydrochloride (2.53 g, 26 mmol), N-methylmorpholine (2.85 mL, 26 mmol) and 4-dimethylaminopyridine (198 mg, 2 mmol) in dichloromethane (50 mL) and DMF (10 mL) was cooled to 0° C. Then 1-(3-dimethylaminopropyl)-3-ethylcarbodiimide (3.73 g, 19 mmol) was added and the reaction mixture was stirred at room temperature for 2 h. The reaction mixture was poured into hydrochloric acid (1 N ) and e... Solvent: O1CCCC1 (tetrahydrofuran), CCCCCC (hexane), O1CCCC1 (tetrahydrofuran), O1CCCC1 (tetrahydrofuran). Yields the product COC(=O)C1(CC(CCC1)C(=O)OC)CCCl (1-(2-chloro-ethyl)-cyclohexane-1,3-dicarboxylic acid dimethyl ester). Isolated yield 18.6%. Reactants: COC(=O)C1CC(CCC1)C(=O)OC (cyclohexane-1,3-dicarboxylic acid dimethyl ester), C(CCC)[Li] (n-butyllithium), C(C)(C)NC(C)C (N,N-diisopropylamine), BrCCCl (1-bromo-2-chloroethane), CN1C(N(CCC1)C)=O (1,3-Dimethyl-3,4,5,6-tetrahydro-2(1H)-pyrimidinone). Conditions: temperature 0 celsius, time 5 minute. Reported procedure: A solution of N,N-diisopropylamine (4.5 mL, 32 mmol) in tetrahydrofuran (25 mL) was cooled at −78° C. and treated with 1.6 M of n-butyllithium in hexane (19 mL). The reaction was warmed to 0° C., stirred for 5 minutes, then cooled back to −78° C. 1,3-Dimethyl-3,4,5,6-tetrahydro-2(1H)-pyrimidinone (15 mL, 120 mmol) was added dropwise over 20 minutes, then a solution of cyclohexane-1,3-dicarboxylic acid dimethyl ester (5.0 g, 25 mmol) in tetrahydrofuran (10 mL) was added dropwise and the mixture s... As a reaction SMILES: C(NC(C)C)(C)C.C([Li])CCC.CN1CCCN(C)C1=O.[CH3:22][O:23][C:24]([CH:26]1[CH2:31][CH2:30][CH2:29][CH:28]([C:32]([O:34][CH3:35])=[O:33])[CH2:27]1)=[O:25].Br[CH2:37][CH2:38][Cl:39]>O1CCCC1.CCCCCC>[CH3:35][O:34][C:32]([C:28]1([CH2:37][CH2:38][Cl:39])[CH2:29][CH2:30][CH2:31][CH:26]([C:24]([O:23][CH3:22])=[O:25])[CH2:27]1)=[O:33]. Reactants: [N+](=O)([O-])C=1C=NNC1N1CCC(=CC1)O[Si](C)(C)C (1-(4-nitro-1H-pyrazol-5-yl)-4-(trimethylsilyloxy)-1,2,3,6-tetrahydropyridine), COC1CN(CCN(C1)C(=O)OC(C)(C)C)C1=C(C=NN1C)[N+](=O)[O-] (tert-butyl 6-methoxy-4-(1-methyl-4-nitro-1H-pyrazol-5-yl)-1,4-diazepane-1-carboxylate). Reagents/catalysts: [Pd] (Pd/C). Run in CO (MeOH). Product: NC=1C=NN(C1N1CCN(CC(C1)OC)C(=O)OC(C)(C)C)C (tert-butyl 4-(4-amino-1-methyl-1H-pyrazol-5-yl)-6-methoxy-1,4-diazepane-1-carboxylate). The yield is 96.0%. RXN SMILES: [N+](C1C=NNC=1N1CC=C(O[Si](C)(C)C)CC1)([O-])=O.[CH3:20][O:21][CH:22]1[CH2:28][N:27]([C:29]([O:31][C:32]([CH3:35])([CH3:34])[CH3:33])=[O:30])[CH2:26][CH2:25][N:24]([C:36]2[N:40]([CH3:41])[N:39]=[CH:38][C:37]=2[N+:42]([O-])=O)[CH2:23]1>CO.[Pd]>[NH2:42][C:37]1[CH:38]=[N:39][N:40]([CH3:41])[C:36]=1[N:24]1[CH2:23][CH:22]([O:21][CH3:20])[CH2:28][N:27]([C:29]([O:31][C:32]([CH3:34])([CH3:33])[CH3:35])=[O:30])[CH2:26][CH2:25]1. Reported procedure: A solution of Intermediate 47, tert-butyl 6-methoxy-4-(1-methyl-4-nitro-1H-pyrazol-5-yl)-1,4-diazepane-1-carboxylate (114 mg, 0.32 mmol) in MeOH (15 mL) was passed through the H-Cube® (full H2, 70° C., flow rate: 1 mL/min, 30 mm 10% Pd/C cartridge). The solvent was removed under reduced pressure to afford tert-butyl 4-(4-amino-1-methyl-1H-pyrazol-5-yl)-6-methoxy-1,4-diazepane-1-carboxylate as a pink solid (100 mg). To a solution of this solid in DCM (5 mL) was added DIPEA (0.84 mL, 48 mmol), PyB... Starting materials: N1(CCCCC1)CCC=O (3-(piperid-1-yl)-propanal), [C-]#N.[Na+] (NaCN), [NH4+].[Cl-] (NH4Cl), N (NH3), N.CO (NH3 MeOH). The solvent is CO (MeOH). Product: NC(CCN1CCCCC1)C#N (1-amino-1-cyano-3-(piperid-1-yl)-propane). RXN SMILES: [N:1]1([CH2:7][CH2:8][CH:9]=O)[CH2:6][CH2:5][CH2:4][CH2:3][CH2:2]1.[C-:11]#[N:12].[Na+].[NH4+:14].[Cl-].N.CO.N>CO>[NH2:14][CH:9]([C:11]#[N:12])[CH2:8][CH2:7][N:1]1[CH2:6][CH2:5][CH2:4][CH2:3][CH2:2]1 |f:1.2,3.4,5.6|. Reported procedure: The above aldehyde (1 equiv) is mixed with NaCN (1.1 equiv), NH4Cl (1.1 equiv) are mixed together in 2 Molar NH3/MeOH (4 equiv NH3). The flask is fitted with a reflux condenser and the mixture is refluxed. At the end of each of the first 3 h an additional equivalent of NH3 in MeOH is added. The reaction mixture is cooled and the excess solids are filtered away on a frit. The filtrate is concentrated by rotary evaporation and the residue is triturated with diethyl ether and the mixture is filtere... Reactants: CC(C)N=C=S, Nc1c([N+](=O)[O-])cc(Cl)cc1S(N)(=O)=O. The product is CC(C)NC1=NS(=O)(=O)c2cc(Cl)cc([N+](=O)[O-])c2N1. Reaction SMILES: [CH:16]([CH3:17])([CH3:18])[N:19]=[C:20]=[S:21].[NH2:1][c:2]1[c:3]([S:12](=[O:13])(=[O:14])[NH2:15])[cH:4][c:5]([Cl:11])[cH:6][c:7]1[N+:8](=[O:9])[O-:10]>>[NH:1]1[c:2]2[c:3]([cH:4][c:5]([Cl:11])[cH:6][c:7]2[N+:8](=[O:9])[O-:10])[S:12](=[O:13])(=[O:14])[N:15]=[C:20]1[NH:19][CH:16]([CH3:17])[CH3:18]. Reactants: NC1C(N(C2=C(C(=N1)C1=CC=CC=C1)C=CC=C2)C)=O (3(R,S)-amino-1,3-dihydro-1-methyl-5-phenyl-2H-1,4-benzodiazepin-2-one), [N+](=O)([O-])C=1C=C(C=CC1)N=C=O (3-nitrophenylisocyanate). Solvent: O1CCCC1 (tetrahydrofuran). Reaction conditions: time 8 hour. The product is CN1C(C(N=C(C2=C1C=CC=C2)C2=CC=CC=C2)NC(=O)NC2=CC(=CC=C2)[N+](=O)[O-])=O (N-(2,3-Dihydro-1-methyl-2-oxo-5-phenyl-1H-1,4-benzodiazepin-3-yl)-N'-(3-nitrophenyl)-urea). Reaction SMILES: [NH2:1][CH:2]1[N:8]=[C:7]([C:9]2[CH:14]=[CH:13][CH:12]=[CH:11][CH:10]=2)[C:6]2[CH:15]=[CH:16][CH:17]=[CH:18][C:5]=2[N:4]([CH3:19])[C:3]1=[O:20].[N+:21]([C:24]1[CH:25]=[C:26]([N:30]=[C:31]=[O:32])[CH:27]=[CH:28][CH:29]=1)([O-:23])=[O:22]>O1CCCC1>[CH3:19][N:4]1[C:5]2[CH:18]=[CH:17][CH:16]=[CH:15][C:6]=2[C:7]([C:9]2[CH:14]=[CH:13][CH:12]=[CH:11][CH:10]=2)=[N:8][CH:2]([NH:1][C:31]([NH:30][C:26]2[CH:27]=[CH:28][CH:29]=[C:24]([N+:21]([O-:23])=[O:22])[CH:25]=2)=[O:32])[C:3]1=[O:20]. Reported procedure: Equimolar amounts of 3(R,S)-amino-1,3-dihydro-1-methyl-5-phenyl-2H-1,4-benzodiazepin-2-one and 3-nitrophenylisocyanate were mixed in 8 ml of dry tetrahydrofuran at room temperature. The reaction mixture was allowed to stand for 8 hours and was then filtered. The collected solids were washed with tetrahydrofuran and dried in vacuo over P2O5 to give the analytical product: m.p. 288°-289° C. Reactants: ClC=1C=C(C=CC1F)N1N=C(C=C1C1=CC(=C(C=C1)F)Cl)C(=O)O (1,5-Bis(3-chloro-4-fluorophenyl)-1H-pyrazole-3-carboxylic acid), ClC=1C=C(C=CC1F)N1N=C(C=C1C1=CC(=CC(=C1)F)Cl)C(=O)N1CNC(C1)=O (1-{[1-(3-Chloro-4-fluorophenyl)-5-(3-chloro-5-fluorophenyl)-1H-pyrazol-3-yl]carbonyl}imidazolidin-4-one). Product: ClC=1C=C(C=CC1F)N1N=C(C=C1C1=CC(=C(C=C1)F)Cl)C(=O)N1CNC(C1)=O (1-{[1,5-Bis(3-chloro-4-fluorophenyl)-1H-pyrazol-3-yl]carbonyl}imidazolidin-4-one). RXN SMILES: [Cl:1][C:2]1[CH:3]=[C:4]([N:9]2[C:13]([C:14]3[CH:19]=[CH:18][C:17]([F:20])=[C:16]([Cl:21])[CH:15]=3)=[CH:12][C:11]([C:22](O)=[O:23])=[N:10]2)[CH:5]=[CH:6][C:7]=1[F:8].ClC1C=C(N2C(C3C=C(F)C=C(Cl)C=3)=CC(C([N:48]3[CH2:52][C:51](=[O:53])[NH:50][CH2:49]3)=O)=N2)C=CC=1F>>[Cl:1][C:2]1[CH:3]=[C:4]([N:9]2[C:13]([C:14]3[CH:19]=[CH:18][C:17]([F:20])=[C:16]([Cl:21])[CH:15]=3)=[CH:12][C:11]([C:22]([N:48]3[CH2:52][C:51](=[O:53])[NH:50][CH2:49]3)=[O:23])=[N:10]2)[CH:5]=[CH:6][C:7]=1[F:8]. Procedure details: The preparation of the title compound takes place starting from the compound of Example 75A in analogy to the synthesis of the compound of Example 1. 23 mg (39% of theory) of the title compound are obtained.